From a dataset of the Open Reaction Database (ORD), a public repository of structured organic reaction records. describe an organic reaction: reactants, conditions, products, and yield Reactants: O (water), C(C)(C)(C)OC(=O)N1CCN(CC1)C1=CC=C(C=C1)O (4-(4-hydroxy-phenyl)-piperazin-1-carboxylic acid tert-butyl ester), BrCC1=CC=CC=C1 (bromomethyl-benzene), C(=O)([O-])[O-].[K+].[K+] (K2CO3). Yield: 92.3%. RXN SMILES: [C:1]([O:5][C:6]([N:8]1[CH2:13][CH2:12][N:11]([C:14]2[CH:19]=[CH:18][C:17]([OH:20])=[CH:16][CH:15]=2)[CH2:10][CH2:9]1)=[O:7])([CH3:4])([CH3:3])[CH3:2].Br[CH2:22][C:23]1[CH:28]=[CH:27][CH:26]=[CH:25][CH:24]=1.C([O-])([O-])=O.[K+].[K+].O>CN(C=O)C>[C:1]([O:5][C:6]([N:8]1[CH2:13][CH2:12][N:11]([C:14]2[CH:15]=[CH:16][C:17]([O:20][CH2:22][C:23]3[CH:28]=[CH:27][CH:26]=[CH:25][CH:24]=3)=[CH:18][CH:19]=2)[CH2:10][CH2:9]1)=[O:7])([CH3:4])([CH3:2])[CH3:3] |f:2.3.4|. Solvent: CN(C)C=O (DMF). The product is C(C)(C)(C)OC(=O)N1CCN(CC1)C1=CC=C(C=C1)OCC1=CC=CC=C1 (4-(4-Benzyloxy-phenyl)-piperazin-1-carboxylic acid tert-butyl ester). Procedure details: A mixture of 4-(4-hydroxy-phenyl)-piperazin-1-carboxylic acid tert-butyl ester (278 mg, 1 mmol), bromomethyl-benzene (171 mg, 1 mmol) and K2CO3 (138 mg, 1 mmol) in DMF (3 mL) was stirred at rt for 24 h and then at 50° C. for 6 h, followed by addition of water (150 mL). The resulting solid was collected by filtration and washed with water to yield the desired compound (340 mg, 92%) as a white solid: MS (ESI) m/z 369 (M+H); 1H NMR (400 MHz, CDCl3) δ 1.48 (s, 9H), 3.01 (t, J=4.8 Hz, 4H), 3.57 (t, J... Run at time 24 hour. Reactants: C(CC(=O)OCC)(=O)OCC (diethyl malonate), C(CC)C1CCC(CC1)C(=O)Cl (4-Propyl-cyclohexanecarbonyl chloride), OS(=O)(=O)O (H2SO4), [Mg] (magnesium), [Mg] (magnesium). Run in [Cl-].[Na+].O (brine), CCO (EtOH), C1(=CC=CC=C1)C (toluene), CCO (EtOH), C(Cl)(Cl)(Cl)Cl (carbon tetrachloride). Reaction conditions: time 1 hour. Product: C(C)OC(C(C(=O)OCC)C(=O)C1CCC(CC1)CCC)=O (2-(4-propyl-cyclohexanecarbonyl)-malonic acid diethyl ester). Isolated yield 68.6%. Reaction SMILES: [Mg].[C:2]([O:10][CH2:11][CH3:12])(=[O:9])[CH2:3][C:4]([O:6][CH2:7][CH3:8])=[O:5].[CH2:13]([CH:16]1[CH2:21][CH2:20][CH:19]([C:22](Cl)=[O:23])[CH2:18][CH2:17]1)[CH2:14][CH3:15].OS(O)(=O)=O>CCO.C1(C)C=CC=CC=1.[Cl-].[Na+].O.C(Cl)(Cl)(Cl)Cl>[CH2:11]([O:10][C:2](=[O:9])[CH:3]([C:22]([CH:19]1[CH2:20][CH2:21][CH:16]([CH2:13][CH2:14][CH3:15])[CH2:17][CH2:18]1)=[O:23])[C:4]([O:6][CH2:7][CH3:8])=[O:5])[CH3:12] |f:6.7.8|. Reported procedure: To 2.5 mL of anhydrous EtOH and 0.25 mL carbon tetrachloride was added 1.2 g (50 mmol) magnesium turnings. 8.0 g (50 mmol) diethyl malonate was dissolved in a mixture of 5 mL anhydrous EtOH and 20 mL anhydrous toluene and added in small portions to the magnesium turnings over the course of 1.5 hr so as to maintain a gentle reflux. The reaction was stirred at room temperature for 1 hr, and then cooled to 0° C. in ice. 4-Propyl-cyclohexanecarbonyl chloride (50 mmol) was added dropwise and the reac... The reactants are C(C)OC1=C(C(=C(C=C1)C=1C=C2COC(C2=CC1)=O)O)OC (5-(4-ethoxy-2-hydroxy-3-methoxyphenyl)isobenzofuran-1(3H)-one), C([O-])([O-])=O.[K+].[K+] (potassium carbonate), C(CC)Br (propyl bromide). Solvent: C(C)#N (acetonitrile). Run at temperature 70 celsius. The product is C(C)OC1=C(C(=C(C=C1)C=1C=C2COC(C2=CC1)=O)OCCC)OC (5-(4-Ethoxy-3-methoxy-2-propoxyphenyl)isobenzofuran-1(3H)-one). Yield: 22.0%. As a reaction SMILES: [CH2:1]([O:3][C:4]1[CH:9]=[CH:8][C:7]([C:10]2[CH:11]=[C:12]3[C:16](=[CH:17][CH:18]=2)[C:15](=[O:19])[O:14][CH2:13]3)=[C:6]([OH:20])[C:5]=1[O:21][CH3:22])[CH3:2].C(=O)([O-])[O-].[K+].[K+].[CH2:29](Br)[CH2:30][CH3:31]>C(#N)C>[CH2:1]([O:3][C:4]1[CH:9]=[CH:8][C:7]([C:10]2[CH:11]=[C:12]3[C:16](=[CH:17][CH:18]=2)[C:15](=[O:19])[O:14][CH2:13]3)=[C:6]([O:20][CH2:29][CH2:30][CH3:31])[C:5]=1[O:21][CH3:22])[CH3:2] |f:1.2.3|. Procedure: To a stirring solution of 5-(4-ethoxy-2-hydroxy-3-methoxyphenyl)isobenzofuran-1(3H)-one (80 mg, 0.266 mmol) in acetonitrile was added potassium carbonate (110 mg, 0.798 mmol) and propyl bromide (130 mg, 1.066 mmol) and the resultant reaction mixture was heated to 70° C. for 2 h. The reaction mixture was cooled to RT, filtered through celite and the filtrate was concentrated under reduced pressure. Purification of the residue by flash column chromatography (silica gel, 0-25% ethyl acetate in pet ... Starting materials: OC1=C(C=C(C=C1)CN1C(N(C2=C1C=CC=C2)C(=O)OCC)=O)CCC (1-(4-hydroxy-3-propylphenylmethyl)-3-carboethoxy-2-benzimidazolinone), C([O-])([O-])=O.[Cs+].[Cs+] (cesium carbonate), BrC(C(=O)OCC)C1=CC2=C(C=C1)OCO2 (ethyl α-bromo-3,4-methylenedioxyphenylacetate). Run in CN(C)C=O (DMF), CN(C)C=O (DMF), C(CC(O)(C(=O)O)CC(=O)O)(=O)O (citric acid). Conditions: time 15 minute. Yields the product C(=O)(OCC)C(OC1=C(C=C(C=C1)CN1C(N(C2=C1C=CC=C2)C(=O)OCC)=O)CCC)C2=CC1=C(C=C2)OCO1 (1-[4-(1-carboethoxy-1-(3,4-methylenedioxyphenyl)methoxy)-3-propylphenylmethyl]-3-carboethoxy-2-benzimidazolinone). Yield: 81.5%. Reaction SMILES: [OH:1][C:2]1[CH:7]=[CH:6][C:5]([CH2:8][N:9]2[C:13]3[CH:14]=[CH:15][CH:16]=[CH:17][C:12]=3[N:11]([C:18]([O:20][CH2:21][CH3:22])=[O:19])[C:10]2=[O:23])=[CH:4][C:3]=1[CH2:24][CH2:25][CH3:26].C(=O)([O-])[O-].[Cs+].[Cs+].Br[CH:34]([C:40]1[CH:45]=[CH:44][C:43]2[O:46][CH2:47][O:48][C:42]=2[CH:41]=1)[C:35]([O:37][CH2:38][CH3:39])=[O:36]>CN(C=O)C.C(O)(=O)CC(CC(O)=O)(C(O)=O)O>[C:35]([CH:34]([C:40]1[CH:45]=[CH:44][C:43]2[O:46][CH2:47][O:48][C:42]=2[CH:41]=1)[O:1][C:2]1[CH:7]=[CH:6][C:5]([CH2:8][N:9]2[C:13]3[CH:14]=[CH:15][CH:16]=[CH:17][C:12]=3[N:11]([C:18]([O:20][CH2:21][CH3:22])=[O:19])[C:10]2=[O:23])=[CH:4][C:3]=1[CH2:24][CH2:25][CH3:26])([O:37][CH2:38][CH3:39])=[O:36] |f:1.2.3|. Procedure details: To a solution of 0.105 g (0.30 mmol) of the product of step C in 1.0 mL of DMF was added 0.115 g (0.33 mmol) of cesium carbonate and the resulting suspension was stirred under a nitrogen atmosphere for 15 minutes. A solution of 0.094 g (0.33 mmol) ethyl α-bromo-3,4-methylenedioxyphenylacetate in 0.5 mL of DMF was then added and the reaction mixture was stirred at room temperature overnight. The reaction mixture was then suspended in 10% aqueous citric acid and extracted into ethyl acetate. The o... The reactants are CC(=O)[O-], CCO, O=C1CC(=O)CC(c2cccc(Cl)c2Cl)C1, [NH4+]. Product: NC1=CC(=O)CC(c2cccc(Cl)c2Cl)C1. Reaction SMILES: [CH3:18][C:19](=[O:20])[O-:21].[CH3:22][CH2:23][OH:24].[Cl:1][c:2]1[c:3]([CH:9]2[CH2:10][C:11](=[O:16])[CH2:12][C:13](=[O:15])[CH2:14]2)[cH:4][cH:5][cH:6][c:7]1[Cl:8].[NH4+:17]>>[Cl:1][c:2]1[c:3]([CH:9]2[CH2:10][C:11](=[O:16])[CH:12]=[C:13]([NH2:17])[CH2:14]2)[cH:4][cH:5][cH:6][c:7]1[Cl:8].